Task: describe an organic reaction: reactants, conditions, products, and yield. Dataset: the Open Reaction Database (ORD), a public repository of structured organic reaction records Starting materials: C1(=CC=CC=C1)C(C1=CC=CC=C1)(C1=CC=CC=C1)NC1[C@@H]2N(C(C(S2)(C)C)C(NCC2=CC=CO2)=O)C1=O (6-(triphenylmethylamino)-2,2-dimethyl-3-(N-furfurylcarbamoyl)penam), [N-]=[N+]=[N-].CN(C(N(C)C)=[NH2+])C (tetramethylguanidinium azide), C(=O)(Cl)Cl (phosgene), N1=CC=CC=C1 (pyridine), solution. Solvent: O (water), C(Cl)(Cl)Cl (chloroform), C(Cl)(Cl)Cl (chloroform), C(Cl)(Cl)Cl (chloroform), C(Cl)(Cl)Cl (chloroform). Conditions: temperature 0 celsius, time 1 hour. Yields the product C1(=CC=CC=C1)C(C1=CC=CC=C1)(C1=CC=CC=C1)NC1[C@@H]2N(C(C(S2)(C)C)C2=NN=NN2CC2=CC=CO2)C1=O (6-(triphenylmethylamino)-2,2-dimethyl-3-(1-furfuryltetrazol-5-yl)penam). RXN SMILES: [C:1]1([C:7]([NH:20][CH:21]2[C:38](=[O:39])[N:23]3[CH:24]([C:29](=O)[NH:30][CH2:31][C:32]4[O:36][CH:35]=[CH:34][CH:33]=4)[C:25]([CH3:28])([CH3:27])[S:26][C@H:22]23)([C:14]2[CH:19]=[CH:18][CH:17]=[CH:16][CH:15]=2)[C:8]2[CH:13]=[CH:12][CH:11]=[CH:10][CH:9]=2)[CH:6]=[CH:5][CH:4]=[CH:3][CH:2]=1.N1C=CC=CC=1.C(Cl)(Cl)=O.[N-:50]=[N+:51]=[N-:52].CN(C)C(=[NH2+])N(C)C>C(Cl)(Cl)Cl.O>[C:1]1([C:7]([NH:20][CH:21]2[C:38](=[O:39])[N:23]3[CH:24]([C:29]4[N:30]([CH2:31][C:32]5[O:36][CH:35]=[CH:34][CH:33]=5)[N:52]=[N:51][N:50]=4)[C:25]([CH3:28])([CH3:27])[S:26][C@H:22]23)([C:14]2[CH:15]=[CH:16][CH:17]=[CH:18][CH:19]=2)[C:8]2[CH:13]=[CH:12][CH:11]=[CH:10][CH:9]=2)[CH:6]=[CH:5][CH:4]=[CH:3][CH:2]=1 |f:3.4|. Procedure details: To a stirred solution of 3.05 g. (5.7 mmole) of 6-(triphenylmethylamino)-2,2-dimethyl-3-(N-furfurylcarbamoyl)penam, in 8 ml. of chloroform, at 0° C., is added 1.35 ml. (17 mmole) of pyridine, followed by 2.64 ml. of a 4.33 M solution of phosgene in chloroform. Stirring is then continued for 1 hour at 25° C. The chloroform, and excess phosgene and pyridine, are then removed by evaporation in vacuo, and the residue is redissolved in 5 ml. of chloroform. The solution is cooled to 0° C., and then 2.... Reactants: N1N=CN=C1 ([1,2,4]triazole), C([O-])([O-])=O.[K+].[K+] (potassium carbonate), C(C)(C)(C)OC(=O)N1C(C=2N(CC1)N=C(N2)C(F)(F)F)COS(=O)(=O)C (7-N-(tert-butoxycarbonyl)-8-(methanesulfonyloxymethyl)-2-(trifluoromethyl)-5,6,7,8-tetrahydro[1,2,4]triazolo[1,5-α]pyrazine). Run in CN(C)C=O (DMF). Conditions: temperature 50 celsius, time 14 hour. The product is C(C)(C)(C)OC(=O)N1C(C=2N(CC1)N=C(N2)C(F)(F)F)CN2C=NN=C2 (7-N-(tert-Butoxycarbonyl)-8-([1,2,4]triazol-4-ylmethyl)-2-(trifluoromethyl)-5,6,7,8-tetrahydro[1,2,4]triazolo[1,5-α]pyrazine). Isolated yield 63.0%. As a reaction SMILES: [NH:1]1[CH:5]=[N:4][CH:3]=[N:2]1.C(=O)([O-])[O-].[K+].[K+].[C:12]([O:16][C:17]([N:19]1[CH2:24][CH2:23][N:22]2[N:25]=[C:26]([C:28]([F:31])([F:30])[F:29])[N:27]=[C:21]2[CH:20]1[CH2:32]OS(C)(=O)=O)=[O:18])([CH3:15])([CH3:14])[CH3:13]>CN(C=O)C>[C:12]([O:16][C:17]([N:19]1[CH2:24][CH2:23][N:22]2[N:25]=[C:26]([C:28]([F:31])([F:30])[F:29])[N:27]=[C:21]2[CH:20]1[CH2:32][N:4]1[CH:3]=[N:2][N:1]=[CH:5]1)=[O:18])([CH3:15])([CH3:14])[CH3:13] |f:1.2.3|. Procedure details: To a solution of 47 mg (0.683 mmol) of [1,2,4]triazole in 1.0 mL of DMF was added 189 mg (1.365 mmol) of potassium carbonate. The mixture was heated at 50° C. for 15 min. To this was added 182 mg (0.455 mmol) of 7-N-(tert-butoxycarbonyl)-8-(methanesulfonyloxymethyl)-2-(trifluoromethyl)-5,6,7,8-tetrahydro[1,2,4]triazolo[1,5-α]pyrazine. The mixture was stirred at 50° C. for 14 h. DMF was removed in vacuo and the residue was partitioned between ethyl acetate and water. The aqueous phase was extract... Starting materials: COc1ccc2c(c1)OCC(c1ccc(C)cc1)C2c1ccc(OCCN2CCCC2)cc1, Cl, c1ccncc1. The product is Cc1ccc(C2COc3cc(O)ccc3C2c2ccc(OCCN3CCCC3)cc2)cc1. As a reaction SMILES: [CH3:1][O:2][c:3]1[cH:4][cH:5][c:6]2[c:11]([cH:12]1)[O:10][CH2:9][CH:8]([c:13]1[cH:14][cH:15][c:16]([CH3:19])[cH:17][cH:18]1)[CH:7]2[c:20]1[cH:21][cH:22][c:23]([O:26][CH2:27][CH2:28][N:29]2[CH2:30][CH2:31][CH2:32][CH2:33]2)[cH:24][cH:25]1.[ClH:34].[n:35]1[cH:36][cH:37][cH:38][cH:39][cH:40]1>>[OH:2][c:3]1[cH:4][cH:5][c:6]2[c:11]([cH:12]1)[O:10][CH2:9][CH:8]([c:13]1[cH:14][cH:15][c:16]([CH3:19])[cH:17][cH:18]1)[CH:7]2[c:20]1[cH:21][cH:22][c:23]([O:26][CH2:27][CH2:28][N:29]2[CH2:30][CH2:31][CH2:32][CH2:33]2)[cH:24][cH:25]1. Reactants: C(=C)P(OCC(CCCC)CC)([O-])=O (2-ethylhexyl vinylphosphonate), C(CCCCCCCCCCCCCCCCC)N (octadecylamine), [H-].[Na+] (sodium hydride), O (Water). The solvent is C(C)(=O)OCC (ethyl acetate). Reaction conditions: temperature 140 celsius, time 6 hour. Product: C(C)C(COP(OCC(CCCC)CC)(=O)CCNCCCCCCCCCCCCCCCCCC)CCCC (di(2-ethylhexyl)[2-(octadecylamino)ethyl]phosphonate). As a reaction SMILES: [CH:1]([P:3](=[O:14])([O-:13])[O:4][CH2:5][CH:6]([CH2:11][CH3:12])[CH2:7][CH2:8][CH2:9][CH3:10])=[CH2:2].[CH2:15]([NH2:33])[CH2:16][CH2:17][CH2:18][CH2:19][CH2:20][CH2:21][CH2:22][CH2:23][CH2:24][CH2:25][CH2:26][CH2:27][CH2:28][CH2:29][CH2:30][CH2:31][CH3:32].[H-].[Na+].O>C(OCC)(=O)C>[CH2:11]([CH:6]([CH2:7][CH2:8][CH2:9][CH3:10])[CH2:5][O:4][P:3]([CH2:1][CH2:2][NH:33][CH2:15][CH2:16][CH2:17][CH2:18][CH2:19][CH2:20][CH2:21][CH2:22][CH2:23][CH2:24][CH2:25][CH2:26][CH2:27][CH2:28][CH2:29][CH2:30][CH2:31][CH3:32])(=[O:13])[O:14][CH2:5][CH:6]([CH2:11][CH3:12])[CH2:7][CH2:8][CH2:9][CH3:10])[CH3:12] |f:2.3|. Reported procedure: A mixture of 2-ethylhexyl vinylphosphonate (49.90 g), octadecylamine (40.43 g) and sodium hydride 0.10 g was stirred at 140° C. for 6 hours. Water (100 ml) and ethyl acetate (200 ml) were added. The organic phase was separated, dried with sodium sulfate, filtered and the solvent evaporated under reduced pressure to give di(2-ethylhexyl)[2-(octadecylamino)ethyl]phosphonate, as colourless liquid nD40 =1.4541.